This data is from the Open Reaction Database (ORD), a public repository of structured organic reaction records. The task is: describe an organic reaction: reactants, conditions, products, and yield Reaction SMILES: [CH3:1][O:2][CH:3]([O:14][CH3:15])[CH2:4][CH:5]([CH3:13])[CH2:6][CH2:7][CH2:8][C:9](Cl)([CH3:11])[CH3:10].NC(N)=[S:18].C(O)C.[OH-].[Na+]>CCOCC.O>[CH3:1][O:2][CH:3]([O:14][CH3:15])[CH2:4][CH:5]([CH3:13])[CH2:6][CH2:7][CH2:8][C:9]([SH:18])([CH3:11])[CH3:10] |f:3.4|. Starting materials: COC(CC(CCCC(C)(C)Cl)C)OC (1,1-dimethoxy-7-chloro-3,7-dimethyloctane), [OH-].[Na+] (sodium hydroxide), NC(=S)N (thiourea), C(C)O (ethanol). Yields the product COC(CC(CCCC(C)(C)S)C)OC (1,1-dimethoxy-7-mercapto-3,7-dimethyloctane). Procedure details: A mixture of 10 g. of 1,1-dimethoxy-7-chloro-3,7-dimethyloctane, one equivalent of thiourea and 100 ml. of 95% ethanol is refluxed for about 24 hours. Then a solution of 1.5 equivalents of sodium hydroxide in 50 ml. of water is added and the mixture refluxed for about 2 hours. After cooling to about room temperature, the solution is carefully acidified and ether is added. The organic layer is separated, washed with water, dried over calcium sulfate and evaporated to give 1,1-dimethoxy-7-mercapto... The solvent is CCOCC (ether), O (water).